The task is: describe an organic reaction: reactants, conditions, products, and yield. This data is from the Open Reaction Database (ORD), a public repository of structured organic reaction records. Reactants: BrC1=NC(=NC=C1)N1CCOCC1 (4-(4-bromopyrimidin-2-yl)morpholine), CN(C)C=O (DMF). The reagents and catalysts are [C-]#N.[C-]#N.[Zn+2] (Zn(CN)2), C=1C=CC(=CC1)[P](C=2C=CC=CC2)(C=3C=CC=CC3)[Pd]([P](C=4C=CC=CC4)(C=5C=CC=CC5)C=6C=CC=CC6)([P](C=7C=CC=CC7)(C=8C=CC=CC8)C=9C=CC=CC9)[P](C=1C=CC=CC1)(C=1C=CC=CC1)C=1C=CC=CC1 (tetrakis(triphenylphosphine)palladium(0)). Conditions: temperature 120 celsius, time 2 hour. Yields the product N1(CCOCC1)C1=NC=CC(=N1)C#N (2-morpholin-4-yl-pyrimidine-4-carbonitrile). Reaction SMILES: Br[C:2]1[CH:7]=[CH:6][N:5]=[C:4]([N:8]2[CH2:13][CH2:12][O:11][CH2:10][CH2:9]2)[N:3]=1.[CH3:14][N:15](C=O)C>[C-]#N.[C-]#N.[Zn+2].C1C=CC([P]([Pd]([P](C2C=CC=CC=2)(C2C=CC=CC=2)C2C=CC=CC=2)([P](C2C=CC=CC=2)(C2C=CC=CC=2)C2C=CC=CC=2)[P](C2C=CC=CC=2)(C2C=CC=CC=2)C2C=CC=CC=2)(C2C=CC=CC=2)C2C=CC=CC=2)=CC=1>[N:8]1([C:4]2[N:3]=[C:2]([C:14]#[N:15])[CH:7]=[CH:6][N:5]=2)[CH2:13][CH2:12][O:11][CH2:10][CH2:9]1 |f:2.3.4,^1:27,29,48,67|. Reported procedure: In a sealed tube a mixture of 4-(4-bromopyrimidin-2-yl)morpholine (0.40 g, 1.64 mmol), Zn(CN)2 (0.35 g, 3.00 mmol) and tetrakis(triphenylphosphine)palladium(0) (0.23 g, 0.20 mmol) in anhydrous DMF was degassed with argon for 10 minutes and then warmed at 120° C. After 2 hours, the mixture was cooled and diluted with saturated aqueous NH4Cl and extracted with ethyl acetate. The combined organic layers were washed with brine, dried over sodium sulfate and concentrated in vacuo. The residue was pur... Run at time 20 minute. Product: C1(=CC=CC=C1)C=[N+]=[N-] (Phenyldiazomethane). As a reaction SMILES: [CH:1](=[N:8][NH2:9])[C:2]1[CH:7]=[CH:6][CH:5]=[CH:4][CH:3]=1.CN(C)C(N(C)C)=N.II.C(OO)(=O)C>ClCCCl>[C:2]1([CH:1]=[N+:8]=[N-:9])[CH:7]=[CH:6][CH:5]=[CH:4][CH:3]=1. Reported procedure: To benzaldehyde hydrazone (5.95 g, 0.05 moles) in 1,2-dichloroethane (50 ml) containing 1,1,3,3-tetramethylguanidine (26.4 ml) and iodine (2 ml, 1% w/v solution) was added peracetic acid solution (11.4 ml, 1.27 × 0.05 moles) over 12 minutes at 0°. The red solution, which was gently evolving nitrogen, was stirred for 20 minutes at 0° to -5° before being washed with water (5 × 250 ml) and made up to 250 ml in a volumetric flask. An aliquot (50 ml) treated with excess acetic acid yielded 199 ml gas... Starting materials: C(C1=CC=CC=C1)=NN (benzaldehyde hydrazone), CN(C(=N)N(C)C)C (1,1,3,3-tetramethylguanidine), II (iodine), C(C)(=O)OO (peracetic acid). Solvent: ClCCCl (1,2-dichloroethane).